Dataset: the Open Reaction Database (ORD), a public repository of structured organic reaction records. Task: describe an organic reaction: reactants, conditions, products, and yield Starting materials: [I-].[K+] (potassium iodide), [I-].[K+] (potassium iodide), OC1=C2C(C(NC2=C(C=C1C(C=CC)C)C)=O)(C)C (2,3-dihydro-4-hydroxy-5-(1-methyl-2-butenyl)-3,3,7-trimethyl-1H-indol-2-one), II (iodine), S(=O)(O)[O-].[Na+] (sodium hydrogen sulfite). Run in C(Cl)(Cl)Cl.CO (chloroform methanol), C(Cl)(Cl)Cl.CO (chloroform methanol), C(Cl)(Cl)Cl.CO (chloroform methanol), C(Cl)(Cl)Cl.CO (chloroform methanol). Yields the product C(C)C(C=C)C=1C(=C2C(C(NC2=C(C1)C)=O)(C)C)O (5-(1-Ethyl-2-propenyl)-4-hydroxy-3,3,7-trimethyl-2,3-dihydro-1H-indol-2-one). Yield: 31.7%. RXN SMILES: II.[I-].[K+].[OH:5][C:6]1[C:14](C(C)C=CC)=[CH:13][C:12]([CH3:20])=[C:11]2[C:7]=1[C:8]([CH3:23])([CH3:22])[C:9](=[O:21])[NH:10]2.S([O-])(O)=O.[Na+]>C(Cl)(Cl)Cl.CO>[CH2:14]([CH:6]([C:14]1[C:6]([OH:5])=[C:7]2[C:11](=[C:12]([CH3:20])[CH:13]=1)[NH:10][C:9](=[O:21])[C:8]2([CH3:23])[CH3:22])[CH:7]=[CH2:8])[CH3:13] |f:1.2,4.5,6.7|. Reported procedure: 287 mg (1.13 mmol) of iodine was dissolved in a 4:1 chloroform-methanol solvent. To the solution were added 191 mg of potassium iodide and 4:1 chloroform-methanol solvent, followed by stirring to homogenize. This potassium iodide solution in 4:1 chloroform-methanol was added to a 4:1 chloroform-methanol solution of 259 mg (1 mmol) of 2,3-dihydro-4-hydroxy-5-(1-methyl-2-butenyl)-3,3,7-trimethyl-1H-indol-2-one under an argon atmosphere, and the mixture was stirred for 15 hours at room temperature....